describe an organic reaction: reactants, conditions, products, and yield From a dataset of the Open Reaction Database (ORD), a public repository of structured organic reaction records. Starting materials: NC1=NC(=CC(=N1)OCC(F)(F)F)OCC(F)(F)F (2-amino-4,6-bis(2,2,2-trifluoroethoxy)pyrimidine), C(C(=O)Cl)(=O)Cl (Oxalyl chloride), NC1=NC=CC=N1 (aminopyrimidine). Run in O1CCOCC1 (1,4-dioxane), O1CCOCC1 (1,4-dioxane). Run at temperature 90 celsius, time 6 hour. Product: N(=C=O)C1=NC(=CC(=N1)OCC(F)(F)F)OCC(F)(F)F (2-isocyanato-4,6-bis(2,2,2-trifluoroethoxy)pyrimidine). Yield: 81.5%. Reaction SMILES: C(Cl)(=O)[C:2](Cl)=[O:3].[NH2:7][C:8]1[N:13]=[C:12]([O:14][CH2:15][C:16]([F:19])([F:18])[F:17])[CH:11]=[C:10]([O:20][CH2:21][C:22]([F:25])([F:24])[F:23])[N:9]=1.NC1N=CC=CN=1>O1CCOCC1>[N:7]([C:8]1[N:9]=[C:10]([O:20][CH2:21][C:22]([F:25])([F:23])[F:24])[CH:11]=[C:12]([O:14][CH2:15][C:16]([F:18])([F:19])[F:17])[N:13]=1)=[C:2]=[O:3]. Procedure details: Oxalyl chloride (42.0 mL, 481 mmol) was dissolved in anhydrous 1,4-dioxane (400 mL) under an N2 atmosphere. The resulting solution was heated to 90° C. To the hot solution was slowly added a solution of 2-amino-4,6-bis(2,2,2-trifluoroethoxy)pyrimidine (14.0 g, 48 mmol) in anhydrous 1,4-dioxane (50 mL). After addition of the aminopyrimidine solution was complete, heating was continued for 6 h, the heat removed, and the solution cooled to room temperature. The solution was concentrated and the res...